Dataset: the Open Reaction Database (ORD), a public repository of structured organic reaction records. Task: describe an organic reaction: reactants, conditions, products, and yield The reactants are C([O-])(O)=O.[Na+] (Sodium bicarbonate), C(C)N1N=CC=C1N(C(COC1=C(C(=CC=C1)OCOC)C=O)=O)C(C)C (N-(1-Ethyl-1H-pyrazol-5-yl)-2-(2-formyl-3-(methoxymethoxy)phenoxy)-N-isopropylacetamide), Cl (HCl), Cl (HCl). Run in C1CCOC1 (THF). Reaction conditions: temperature 40 celsius. The product is C(C)N1N=CC=C1N(C(COC1=C(C(=CC=C1)O)C=O)=O)C(C)C (N-(1-ethyl-1H-pyrazol-5-yl)-2-(2-formyl-3-hydroxyphenoxy)-N-isopropylacetamide). The yield is 53.5%. As a reaction SMILES: [CH2:1]([N:3]1[C:7]([N:8]([CH:25]([CH3:27])[CH3:26])[C:9](=[O:24])[CH2:10][O:11][C:12]2[CH:17]=[CH:16][CH:15]=[C:14]([O:18]COC)[C:13]=2[CH:22]=[O:23])=[CH:6][CH:5]=[N:4]1)[CH3:2].Cl.C(=O)(O)[O-].[Na+]>C1COCC1>[CH2:1]([N:3]1[C:7]([N:8]([CH:25]([CH3:26])[CH3:27])[C:9](=[O:24])[CH2:10][O:11][C:12]2[CH:17]=[CH:16][CH:15]=[C:14]([OH:18])[C:13]=2[CH:22]=[O:23])=[CH:6][CH:5]=[N:4]1)[CH3:2] |f:2.3|. Procedure details: N-(1-Ethyl-1H-pyrazol-5-yl)-2-(2-formyl-3-(methoxymethoxy)phenoxy)-N-isopropylacetamide (0.38 g, 1.01 mmol) was dissolved in THF (10 ml), purged with N2 gas and stirred in an ice bath. HCl (concentrated, 0.34 ml, 4.05 mmol) was slowly added and the solution stirred to 25° C. More HCl (0.3 ml) was added over 4 h with warming (40° C.) to reach completion of reaction. 10% Sodium bicarbonate solution (20 ml) was added and the mixture was extracted with ethyl acetate (3×75 ml). The combined organic p... The reactants are CC(C)Cn1c(CO)c(-c2cccc(F)c2)c2cc(OCc3ccccc3)ccc2c1=O, Cc1ccccc1, [Na+], O=C([O-])O, O=S(Cl)Cl. Product: CC(C)Cn1c(CCl)c(-c2cccc(F)c2)c2cc(OCc3ccccc3)ccc2c1=O. As a reaction SMILES: [CH2:1]([c:2]1[cH:3][cH:4][cH:5][cH:6][cH:7]1)[O:8][c:9]1[cH:10][c:11]2[c:12](-[c:26]3[cH:27][c:28]([F:32])[cH:29][cH:30][cH:31]3)[c:13]([CH2:24][OH:25])[n:14]([CH2:20][CH:21]([CH3:22])[CH3:23])[c:15](=[O:19])[c:16]2[cH:17][cH:18]1.[CH3:42][c:43]1[cH:44][cH:45][cH:46][cH:47][cH:48]1.[Na+:37].[OH:38][C:39](=[O:40])[O-:41].[S:33]([Cl:34])([Cl:35])=[O:36]>>[CH2:1]([c:2]1[cH:3][cH:4][cH:5][cH:6][cH:7]1)[O:8][c:9]1[cH:10][c:11]2[c:12](-[c:26]3[cH:27][c:28]([F:32])[cH:29][cH:30][cH:31]3)[c:13]([CH2:24][Cl:35])[n:14]([CH2:20][CH:21]([CH3:22])[CH3:23])[c:15](=[O:19])[c:16]2[cH:17][cH:18]1.